Dataset: the Open Reaction Database (ORD), a public repository of structured organic reaction records. Task: describe an organic reaction: reactants, conditions, products, and yield The reactants are O=C(Cl)CCl, Cl, NCC(=O)NCC(=O)NCC(=O)O, [Na+], [OH-]. The product is O=C(O)CNC(=O)CNC(=O)CNC(=O)CCl. RXN SMILES: [Cl:14][CH2:15][C:16](=[O:17])[Cl:18].[ClH:19].[NH2:1][CH2:2][C:3](=[O:4])[NH:5][CH2:6][C:7](=[O:8])[NH:9][CH2:10][C:11](=[O:12])[OH:13].[Na+:21].[OH-:20]>>[NH:1]([CH2:2][C:3](=[O:4])[NH:5][CH2:6][C:7](=[O:8])[NH:9][CH2:10][C:11](=[O:12])[OH:13])[C:16]([CH2:15][Cl:14])=[O:17]. The reactants are CCCCc1nc(C=O)c[nH]1, CC1=CN=C(C=C1)N, [C-]#[N+]C1CCCCC1. Reagents/catalysts: O=C(O)C(F)(F)F (trifluoroacetic acid). Solvent: CC(C)O (isopropyl alcohol), CC(C)O (isopropylalcohol). Conditions: temperature 22 celsius, time 20 hour. The product is CCCCc1nc(c[nH]1)c1c(NC2CCCCC2)n2cc(C)ccc2n1. The yield is 59.4%. RXN SMILES: CC1=CC=C(N)N=C1.[C-]#[N+]C1CCCCC1.CCCCC1=NC(C=O)=CN1>>CCCCC1=NC(=CN1)C1=C(NC2CCCCC2)N2C=C(C)C=CC2=N1. The reactants are CC(C1=CC=CC=C1)=NC1=CC(=CC=C1)C(=O)OCC (N-(α-methyl benzylidene)m-carbethoxyaniline). The reagents and catalysts are [Pd] (Pd/C). The solvent is C(C)O (ethanol). Product: CC(C1=CC=CC=C1)NC1=CC(=CC=C1)C(=O)OCC (α-methyl benzyl m-carbethoxy aniline). As a reaction SMILES: [CH3:1][C:2](=[N:9][C:10]1[CH:15]=[CH:14][CH:13]=[C:12]([C:16]([O:18][CH2:19][CH3:20])=[O:17])[CH:11]=1)[C:3]1[CH:8]=[CH:7][CH:6]=[CH:5][CH:4]=1>[Pd].C(O)C>[CH3:1][CH:2]([NH:9][C:10]1[CH:15]=[CH:14][CH:13]=[C:12]([C:16]([O:18][CH2:19][CH3:20])=[O:17])[CH:11]=1)[C:3]1[CH:4]=[CH:5][CH:6]=[CH:7][CH:8]=1. Procedure: N-(α-methyl benzylidene)m-carbethoxyaniline (27 g) prepared by the procedure described in example VIIA was hydrogenated using 5% Pd/C as the catalyst and 95% ethanol as the solvent. N-(α-methyl benzyl m-carbethoxy aniline (XIV) was obtained by fractional distillation. XIV had a boiling point of 156° C. at 0.1 millimeter. Reactants: CO, NC(CCC(=O)O)C(=O)O, O=CC(O)C(O)C(O)C(O)CO, O. The product is O=C(O)CCC(NCC(O)C(O)C(O)C(O)CO)C(=O)O. Reaction SMILES: [CH3:23][OH:24].[NH2:13][CH:14]([CH2:15][CH2:16][C:17](=[O:18])[OH:19])[C:20](=[O:21])[OH:22].[O:1]=[CH:2][CH:3]([OH:4])[CH:5]([OH:6])[CH:7]([OH:8])[CH:9]([OH:10])[CH2:11][OH:12].[OH2:25]>>[CH2:2]([CH:3]([OH:4])[CH:5]([OH:6])[CH:7]([OH:8])[CH:9]([OH:10])[CH2:11][OH:12])[NH:13][CH:14]([CH2:15][CH2:16][C:17](=[O:18])[OH:19])[C:20](=[O:21])[OH:22]. Reactants: C(C)(C)(C)OC(=O)N1C[C@@H](OCC1)C1=CC=C(C(=O)O)C=C1 (4-((2S)-4-(tert-butoxycarbonyl)morpholin-2-yl)benzoic acid), C(C)(C)(C)OC(=O)N1C[C@@H](OCC1)C1=CC=C(C(=O)O)C=C1 (4-((2S)-4-(tert-butoxycarbonyl)morpholin-2-yl)benzoic acid), Cl.C(C)N=C=NCCCN(C)C (1-ethyl-3-(3-dimethylaminopropyl)carbodiimide hydrochloride), O.ON1N=NC2=C1C=CC=C2 (1-hydroxybenzotriazole hydrate), C(C)(C)N(C(C)C)CC (N,N diisopropylethylamine), [Cl-].[NH4+] (ammonium chloride). The solvent is CN(C=O)C (N,N-dimethylformamide). Reaction conditions: time 6 hour. The product is C(N)(=O)C1=CC=C(C=C1)[C@H]1CN(CCO1)C(=O)OC(C)(C)C ((2S)-tert-butyl 2-(4-carbamoylphenyl)morpholine-4-carboxylate). Yield: 93.6%. As a reaction SMILES: [C:1]([O:5][C:6]([N:8]1[CH2:13][CH2:12][O:11][C@@H:10]([C:14]2[CH:22]=[CH:21][C:17]([C:18](O)=[O:19])=[CH:16][CH:15]=2)[CH2:9]1)=[O:7])([CH3:4])([CH3:3])[CH3:2].Cl.C([N:26]=C=NCCCN(C)C)C.O.ON1C2C=CC=CC=2N=N1.C(N(CC)C(C)C)(C)C.[Cl-].[NH4+]>CN(C)C=O>[C:18]([C:17]1[CH:21]=[CH:22][C:14]([C@@H:10]2[O:11][CH2:12][CH2:13][N:8]([C:6]([O:5][C:1]([CH3:4])([CH3:3])[CH3:2])=[O:7])[CH2:9]2)=[CH:15][CH:16]=1)(=[O:19])[NH2:26] |f:1.2,3.4,6.7|. Procedure details: To a solution of 4-(2S)-4-(tert-butoxycarbonyl)morpholin-2-yl)benzoic acid (intermediate 16, 22.4 g, 72.9 mmol) in N,N-dimethylformamide (185 ml) was added 1-ethyl-3-(3-dimethylaminopropyl)carbodiimide hydrochloride (21.0 g, 109 mmol), 1-hydroxybenzotriazole hydrate (16.8 g, 109 mmol), N,N diisopropylethylamine (37.7 g, 292 mmol) and ammonium chloride (7.80 g, 146 mmol) at room temperature. After stirring for 6 hours the mixture was partitioned between water and ethyl acetate, and the organic la... Isolated yield 25.8%. The solvent is O (water), CN(C)C=O (DMF). Starting materials: CCOC(=O)C (EtOAc), COC(=O)C=1N=C(C=2C(N(C=CC2C1O)CC1=CC=CC=C1)=O)I (7-benzyl-4-hydroxy-1-iodo-8-oxo-7,8-dihydro-[2,7]naphthyridine-3-carboxylic acid methyl ester), C(CCC)[Sn](C=1C=NC=CC1)(CCCC)CCCC (3-tributylstannanyl-pyridine), Cl (HCl). The product is COC(=O)C=1N=C(C=2C(N(C=CC2C1O)CC1=CC=CC=C1)=O)C=1C=NC=CC1 (7-Benzyl-4-hydroxy-8-oxo-1-pyridin-3-yl-7,8-dihydro-[2,7]naphthyridine-3-carboxylic acid methyl ester). Reported procedure: A mixture of 7-benzyl-4-hydroxy-1-iodo-8-oxo-7,8-dihydro-[2,7]naphthyridine-3-carboxylic acid methyl ester (105 mg, 0.24 mmol), 3-tributylstannanyl-pyridine (133 mg, 0.36 mmol), and PdCl2(PPh3)2 (34 mg, 0.048 mmol) in 5 mL of DMF was heated at 120° C. for 2 h under N2 atmosphere. After the mixture was cooled to r.t., EtOAc and water were added. 1 M HCl was added until pH was about 3-4. The aqueous layer was extracted with additional EtOAc, and the combined organic layer was washed with water, dr... Reaction conditions: temperature 120 celsius. Reaction SMILES: [CH3:1][O:2][C:3]([C:5]1[N:6]=[C:7](I)[C:8]2[C:9](=[O:23])[N:10]([CH2:16][C:17]3[CH:22]=[CH:21][CH:20]=[CH:19][CH:18]=3)[CH:11]=[CH:12][C:13]=2[C:14]=1[OH:15])=[O:4].C([Sn](CCCC)(CCCC)[C:30]1[CH:31]=[N:32][CH:33]=[CH:34][CH:35]=1)CCC.CCOC(C)=O.Cl>CN(C=O)C.Cl[Pd](Cl)([P](C1C=CC=CC=1)(C1C=CC=CC=1)C1C=CC=CC=1)[P](C1C=CC=CC=1)(C1C=CC=CC=1)C1C=CC=CC=1.O>[CH3:1][O:2][C:3]([C:5]1[N:6]=[C:7]([C:30]2[CH:31]=[N:32][CH:33]=[CH:34][CH:35]=2)[C:8]2[C:9](=[O:23])[N:10]([CH2:16][C:17]3[CH:22]=[CH:21][CH:20]=[CH:19][CH:18]=3)[CH:11]=[CH:12][C:13]=2[C:14]=1[OH:15])=[O:4] |^1:58,77|. The reagents and catalysts are Cl[Pd]([P](C1=CC=CC=C1)(C2=CC=CC=C2)C3=CC=CC=C3)([P](C4=CC=CC=C4)(C5=CC=CC=C5)C6=CC=CC=C6)Cl (PdCl2(PPh3)2). The reactants are C(C)OC(=O)C1(CC2=CC=CC=C2C1)NC(=O)C1=C(C2=CC=CC=C2C(=C1)F)O (2-[(4-fluoro-1-hydroxynaphthalene-2-carbonyl)amino]indan-2-carboxylic acid ethyl ester), 3,3-dimethyl-1,2,5-thiadiazolidine-5 triphenylphosphine-1,1-dioxide, C1(CCC1)O (cyclobutanol). The solvent is C(Cl)Cl (DCM). Run at time 6 day. Product: C(C)OC(=O)C1(CC2=CC=CC=C2C1)NC(=O)C1=C(C2=CC=CC=C2C(=C1)F)OC1CCC1 (2-[(1-cyclobutyloxy-4-fluoronaphthalene-2-carbonyl)amino]indan-2-carboxylic acid ethyl ester). As a reaction SMILES: [CH2:1]([O:3][C:4]([C:6]1([NH:15][C:16]([C:18]2[CH:27]=[C:26]([F:28])[C:25]3[C:20](=[CH:21][CH:22]=[CH:23][CH:24]=3)[C:19]=2[OH:29])=[O:17])[CH2:14][C:13]2[C:8](=[CH:9][CH:10]=[CH:11][CH:12]=2)[CH2:7]1)=[O:5])[CH3:2].[CH:30]1(O)[CH2:33][CH2:32][CH2:31]1>C(Cl)Cl>[CH2:1]([O:3][C:4]([C:6]1([NH:15][C:16]([C:18]2[CH:27]=[C:26]([F:28])[C:25]3[C:20](=[CH:21][CH:22]=[CH:23][CH:24]=3)[C:19]=2[O:29][CH:30]2[CH2:33][CH2:32][CH2:31]2)=[O:17])[CH2:7][C:8]2[C:13](=[CH:12][CH:11]=[CH:10][CH:9]=2)[CH2:14]1)=[O:5])[CH3:2]. Procedure details: A solution of 2-[(4-fluoro-1-hydroxynaphthalene-2-carbonyl)amino]indan-2-carboxylic acid ethyl ester (303) (197 mg, 0.5 mmol) and 3,3-dimethyl-1,2,5-thiadiazolidine-5 triphenylphosphine-1,1-dioxide (example 307, 245 mg, 0.6 mmol, 1.2 eq) in DCM (6 mL) is treated with cyclobutanol (44 mg, 0.6 mmol, 1.2 eq) and stirred at RT for 6 days. The crude reaction mixture is purified by flash chromatography (100 g silica gel, 100% DCM) to give colorless oil. (120 mg, 54%) Reactants: ClCCl, CCCCCC, O=C(Cl)C(Cl)Cl, COc1ccc(N)cn1, c1ccncc1. Yields the product COc1ccc(NC(=O)C(Cl)Cl)cn1. As a reaction SMILES: [CH2:22]([Cl:23])[Cl:24].[CH3:25][CH2:26][CH2:27][CH2:28][CH2:29][CH3:30].[Cl:1][CH:2]([Cl:3])[C:4]([Cl:5])=[O:6].[NH2:7][c:8]1[cH:9][cH:10][c:11]([O:14][CH3:15])[n:12][cH:13]1.[cH:16]1[cH:17][cH:18][n:19][cH:20][cH:21]1>>[Cl:1][CH:2]([Cl:3])[C:4](=[O:6])[NH:7][c:8]1[cH:9][cH:10][c:11]([O:14][CH3:15])[n:12][cH:13]1. The reactants are O=C([O-])[O-], [Cs+], [Cs+], O=S(=O)(Oc1cccc2ccc(-c3nnc4ccccn34)nc12)C(F)(F)F, CC(C)(C)OC(=O)NC1CCCNC1, c1ccc(P(c2ccccc2)c2ccc3ccccc3c2-c2c(P(c3ccccc3)c3ccccc3)ccc3ccccc23)cc1. Product: CC(C)(C)OC(=O)NC1CCCN(c2cccc3ccc(-c4nnc5ccccn45)nc23)C1. RXN SMILES: [C:42](=[O:43])([O-:44])[O-:45].[Cs+:46].[Cs+:47].[F:1][C:2]([F:3])([F:4])[S:5]([O:6][c:7]1[cH:8][cH:9][cH:10][c:11]2[cH:12][cH:13][c:14](-[c:17]3[n:18][n:19][c:20]4[n:21]3[cH:22][cH:23][cH:24][cH:25]4)[n:15][c:16]12)(=[O:26])=[O:27].[NH:28]1[CH2:29][CH:30]([NH:34][C:35]([O:36][C:37]([CH3:38])([CH3:39])[CH3:40])=[O:41])[CH2:31][CH2:32][CH2:33]1.[c:48]1([P:49]([c:50]2[cH:51][cH:52][cH:53][cH:54][cH:55]2)[c:56]2[cH:57][cH:58][c:59]3[c:60]([cH:61][cH:62][cH:63][cH:64]3)[c:65]2-[c:66]2[c:67]3[c:68]([cH:69][cH:70][cH:71][cH:72]3)[cH:73][cH:74][c:75]2[P:76]([c:77]2[cH:78][cH:79][cH:80][cH:81][cH:82]2)[c:83]2[cH:84][cH:85][cH:86][cH:87][cH:88]2)[cH:89][cH:90][cH:91][cH:92][cH:93]1>>[c:7]1([N:28]2[CH2:29][CH:30]([NH:34][C:35]([O:36][C:37]([CH3:38])([CH3:39])[CH3:40])=[O:41])[CH2:31][CH2:32][CH2:33]2)[cH:8][cH:9][cH:10][c:11]2[cH:12][cH:13][c:14](-[c:17]3[n:18][n:19][c:20]4[n:21]3[cH:22][cH:23][cH:24][cH:25]4)[n:15][c:16]12.